This data is from the Open Reaction Database (ORD), a public repository of structured organic reaction records. The task is: describe an organic reaction: reactants, conditions, products, and yield Starting materials: Nitro, CCOC(=O)C.C(Cl)Cl (EtOAc DCM), [N+](=O)([O-])C1=CC=C(C=C1)C=1N=C2N(C=CC=C2)C1 (2-(4-nitrophenyl)imidazo[1,2-a]pyridine), O.O.[Sn](Cl)Cl (tin (II) chloride dihydrate). Run in CCO (EtOH). The product is N=1C(=CN2C1C=CC=C2)C2=CC=C(N)C=C2 (4-(Imidazo[1,2-a]pyridin-2-yl)aniline). Yield: 76.5%. Reaction SMILES: [N+:1]([C:4]1[CH:9]=[CH:8][C:7]([C:10]2[N:11]=[C:12]3[CH:17]=[CH:16][CH:15]=[CH:14][N:13]3[CH:18]=2)=[CH:6][CH:5]=1)([O-])=O.O.O.[Sn](Cl)Cl.CCOC(C)=O.C(Cl)Cl>CCO>[N:11]1[C:10]([C:7]2[CH:8]=[CH:9][C:4]([NH2:1])=[CH:5][CH:6]=2)=[CH:18][N:13]2[CH:14]=[CH:15][CH:16]=[CH:17][C:12]=12 |f:1.2.3,4.5|. Procedure details: Prepared as described in the Nitro Reduction section using 2-(4-nitrophenyl)imidazo[1,2-a]pyridine (0.216 g, 0.90 mmol) and tin (II) chloride dihydrate (1.02 g, 4.52 mmol) in EtOH (25 ml) to give the title compound (0.144 g, 76%) as a pale yellow solid after work-up and flash chromatography (9:1 EtOAc/DCM). The reactants are CN(C)CCOc1ccc(C(=C(CCCl)c2ccccc2)c2ccccc2)cc1, CS(=O)(=O)O, CCOCC. The product is CN(C)CCOc1ccc(C(=C(CCCl)c2ccccc2)c2ccccc2)cc1, CS(=O)(=O)O. RXN SMILES: [CH3:1][N:2]([CH3:3])[CH2:4][CH2:5][O:6][c:7]1[cH:8][cH:9][c:10]([C:13]([c:14]2[cH:15][cH:16][cH:17][cH:18][cH:19]2)=[C:20]([CH2:21][CH2:22][Cl:23])[c:24]2[cH:25][cH:26][cH:27][cH:28][cH:29]2)[cH:11][cH:12]1.[CH3:30][S:31]([OH:32])(=[O:33])=[O:34].[CH3:35][CH2:36][O:37][CH2:38][CH3:39]>>[CH3:1][N:2]([CH3:3])[CH2:4][CH2:5][O:6][c:7]1[cH:8][cH:9][c:10]([C:13]([c:14]2[cH:15][cH:16][cH:17][cH:18][cH:19]2)=[C:20]([CH2:21][CH2:22][Cl:23])[c:24]2[cH:25][cH:26][cH:27][cH:28][cH:29]2)[cH:11][cH:12]1.[CH3:30][S:31](=[O:32])(=[O:33])[OH:34].